From a dataset of the Open Reaction Database (ORD), a public repository of structured organic reaction records. describe an organic reaction: reactants, conditions, products, and yield Starting materials: C(C)(C)(C)O[C@H](C(=O)OCC)C1=C(C2=C(N=C(S2)C2=CC(=NC=C2)Cl)C=C1C)C1=CC=C(C=C1)Cl ((S)-ethyl 2-tert-butoxy-2-(7-(4-chlorophenyl)-2-(2-chloropyridin-4-yl)-5-methylbenzo[d]thiazol-6-yl)acetate), N1=CC=CC=2C=CNC(C12)=O (1,7-naphthyridin-8(7H)-one), C(=O)([O-])[O-].[Cs+].[Cs+] (Cs2CO3). Run in CN(C)C=O (DMF), CCOC(=O)C (EtOAc). Run at temperature 150 celsius. The product is C(C)(C)(C)O[C@H](C(=O)OCC)C1=C(C2=C(N=C(S2)C2=CC(=NC=C2)N2C=CC=3C=CC=NC3C2=O)C=C1C)C1=CC=C(C=C1)Cl ((S)-ethyl 2-tert-butoxy-2-(7-(4-chlorophenyl)-5-methyl-2-(2-(8-oxo-1,7-naphthyridin-7(8H)-yl)pyridin-4-yl)benzo[d]thiazol-6-yl)acetate). As a reaction SMILES: [C:1]([O:5][C@@H:6]([C:12]1[C:27]([CH3:28])=[CH:26][C:15]2[N:16]=[C:17]([C:19]3[CH:24]=[CH:23][N:22]=[C:21](Cl)[CH:20]=3)[S:18][C:14]=2[C:13]=1[C:29]1[CH:34]=[CH:33][C:32]([Cl:35])=[CH:31][CH:30]=1)[C:7]([O:9][CH2:10][CH3:11])=[O:8])([CH3:4])([CH3:3])[CH3:2].[N:36]1[C:45]2[C:44](=[O:46])[NH:43][CH:42]=[CH:41][C:40]=2[CH:39]=[CH:38][CH:37]=1.C([O-])([O-])=O.[Cs+].[Cs+]>CN(C=O)C.CCOC(C)=O>[C:1]([O:5][C@@H:6]([C:12]1[C:27]([CH3:28])=[CH:26][C:15]2[N:16]=[C:17]([C:19]3[CH:24]=[CH:23][N:22]=[C:21]([N:43]4[C:44](=[O:46])[C:45]5[N:36]=[CH:37][CH:38]=[CH:39][C:40]=5[CH:41]=[CH:42]4)[CH:20]=3)[S:18][C:14]=2[C:13]=1[C:29]1[CH:30]=[CH:31][C:32]([Cl:35])=[CH:33][CH:34]=1)[C:7]([O:9][CH2:10][CH3:11])=[O:8])([CH3:2])([CH3:4])[CH3:3] |f:2.3.4|. Reported procedure: A suspension of (S)-ethyl 2-tert-butoxy-2-(7-(4-chlorophenyl)-2-(2-chloropyridin-4-yl)-5-methylbenzo[d]thiazol-6-yl)acetate (27.0 mg, 0.051 mmol), 1,7-naphthyridin-8(7H)-one (22.4 mg, 0.153 mmol) and Cs2CO3 (66.5 mg, 0.204 mmol) in anhydrous DMF (1.0 mL) was heated in a microwave at 150° C. for 50 min. After cooling, the reaction mixture was diluted with EtOAc, extracted with H2O, brine, dried over Na2SO4, filtered and concentrated and purified by flash column chromatography (silica gel, 0 to 90...